This data is from the Open Reaction Database (ORD), a public repository of structured organic reaction records. The task is: describe an organic reaction: reactants, conditions, products, and yield Reactants: [Si](C)(C)(C(C)(C)C)OCCN1N=C(C=C1)NC=1C=2N(N=C(C1)Cl)C(=CN2)C(=O)NC2=C(C=NC=C2)F (8-(1-(2-(tert-butyldimethylsilyloxy)ethyl)-1H-pyrazol-3-ylamino)-6-chloro-N-(3-fluoropyridin-4-yl)imidazo[1,2-b]pyridazine-3-carboxamide), [C@H]1(CC[C@H](CC1)N)N (trans-cyclohexane-1,4-diamine). Solvent: CN1CCCC1=O (NMP). Conditions: temperature 110 celsius. The product is N[C@@H]1CC[C@H](CC1)NC=1C=C(C=2N(N1)C(=CN2)C(=O)NC2=C(C=NC=C2)F)NC2=NN(C=C2)CCO (6-((trans-4-aminocyclohexyl)amino)-N-(3-fluoro-4-pyridinyl)-8-((1-(2-hydroxyethyl)-1H-pyrazol-3-yl)amino)imidazo[1,2-b]pyridazine-3-carboxamide). Yield: 52.0%. As a reaction SMILES: [Si]([O:8][CH2:9][CH2:10][N:11]1[CH:15]=[CH:14][C:13]([NH:16][C:17]2[C:18]3[N:19]([C:24]([C:27]([NH:29][C:30]4[CH:35]=[CH:34][N:33]=[CH:32][C:31]=4[F:36])=[O:28])=[CH:25][N:26]=3)[N:20]=[C:21](Cl)[CH:22]=2)=[N:12]1)(C(C)(C)C)(C)C.[C@H:37]1([NH2:44])[CH2:42][CH2:41][C@H:40]([NH2:43])[CH2:39][CH2:38]1>CN1C(=O)CCC1>[NH2:43][C@H:40]1[CH2:41][CH2:42][C@H:37]([NH:44][C:21]2[CH:22]=[C:17]([NH:16][C:13]3[CH:14]=[CH:15][N:11]([CH2:10][CH2:9][OH:8])[N:12]=3)[C:18]3[N:19]([C:24]([C:27]([NH:29][C:30]4[CH:35]=[CH:34][N:33]=[CH:32][C:31]=4[F:36])=[O:28])=[CH:25][N:26]=3)[N:20]=2)[CH2:38][CH2:39]1. Procedure: A mixture of 50A (40 mg, 0.075 mmol) and trans-cyclohexane-1,4-diamine (86 mg, 0.753 mmol) in NMP (0.5 mL) was heated at 110° C. overnight. The reaction mixture was cooled to room temperature and purified by reversed-phase preparative HPLC. The desired fractions were concentrated and dried to give 50B (19.3 mg, 51%) as a beige solid. HPLC Rt=2.037 min (Chromolith SpeedROD 4.6×50 mm, 10-90% aqueous methanol containing 0.1% TFA, 4 min gradient, monitored at 220 nm), [M+H]=495. Reactants: COc1ccc(Cn2ncc3c(Oc4ccc(N)cc4)ccnc32)cc1, O=C(O)C(F)(F)F. Yields the product Nc1ccc(Oc2ccnc3[nH]ncc23)cc1. As a reaction SMILES: [CH3:1][O:2][c:3]1[cH:4][cH:5][c:6]([CH2:7][n:8]2[n:9][cH:10][c:11]3[c:12]2[n:13][cH:14][cH:15][c:16]3[O:17][c:18]2[cH:19][cH:20][c:21]([NH2:22])[cH:23][cH:24]2)[cH:25][cH:26]1.[F:27][C:28]([F:29])([F:30])[C:31]([OH:32])=[O:33]>>[nH:8]1[n:9][cH:10][c:11]2[c:12]1[n:13][cH:14][cH:15][c:16]2[O:17][c:18]1[cH:19][cH:20][c:21]([NH2:22])[cH:23][cH:24]1. Reactants: CCCCCCC#Cc1ccc(CN(Cc2ccc(Br)cc2)C(=O)C(=O)OCC)cc1, C#CCCCCCC. Product: CCCCCCC#Cc1ccc(CN(Cc2ccc(C#CCCCCCC)cc2)C(=O)C(=O)OCC)cc1. As a reaction SMILES: [CH2:1]([CH3:2])[O:3][C:4]([C:5](=[O:6])[N:7]([CH2:8][c:9]1[cH:10][cH:11][c:12]([C:15]#[C:16][CH2:17][CH2:18][CH2:19][CH2:20][CH2:21][CH3:22])[cH:13][cH:14]1)[CH2:23][c:24]1[cH:25][cH:26][c:27]([Br:30])[cH:28][cH:29]1)=[O:31].[CH:32]#[C:33][CH2:34][CH2:35][CH2:36][CH2:37][CH2:38][CH3:39]>>[CH2:1]([CH3:2])[O:3][C:4]([C:5](=[O:6])[N:7]([CH2:8][c:9]1[cH:10][cH:11][c:12]([C:15]#[C:16][CH2:17][CH2:18][CH2:19][CH2:20][CH2:21][CH3:22])[cH:13][cH:14]1)[CH2:23][c:24]1[cH:25][cH:26][c:27]([C:32]#[C:33][CH2:34][CH2:35][CH2:36][CH2:37][CH2:38][CH3:39])[cH:28][cH:29]1)=[O:31]. Starting materials: Cc1nccc(-c2cccc(C(=O)CC(=O)Nc3cc(C(F)(F)F)ccc3NC(=O)OC(C)(C)C)c2)c1C, ClCCl, O=C(O)C(F)(F)F. The product is Cc1nccc(-c2cccc(C3=Nc4ccc(C(F)(F)F)cc4NC(=O)C3)c2)c1C. As a reaction SMILES: [C:1]([O:2][C:3](=[O:4])[NH:7][c:8]1[c:9]([NH:18][C:19]([CH2:20][C:21](=[O:5])[c:23]2[cH:24][c:25](-[c:29]3[c:30]([CH3:36])[c:31]([CH3:35])[n:32][cH:33][cH:34]3)[cH:26][cH:27][cH:28]2)=[O:37])[cH:10][c:11]([C:14]([F:15])([F:16])[F:17])[cH:12][cH:13]1)([CH3:6])([CH3:22])[CH3:38].[Cl:46][CH2:47][Cl:48].[F:39][C:40]([F:41])([F:42])[C:43]([OH:44])=[O:45]>>[N:7]1=[C:21]([c:23]2[cH:24][c:25](-[c:29]3[c:30]([CH3:36])[c:31]([CH3:35])[n:32][cH:33][cH:34]3)[cH:26][cH:27][cH:28]2)[CH2:20][C:19](=[O:37])[NH:18][c:9]2[c:8]1[cH:13][cH:12][c:11]([C:14]([F:15])([F:16])[F:17])[cH:10]2. Reactants: COC(=O)C1=NC2=C(C3=C(C=C2C(=C1)NC(C(Cl)(Cl)Cl)=O)C(C=C(O3)C(=O)OCC)=O)CCC (Ethyl 8-methoxycarbonyl-4-oxo-10-propyl-6-trichloroacetamido-4H-pyrano[3,2-g)quinoline-2-carboxylate), N (ammonia). Solvent: S(O)(O)(=O)=O (sulphuric acid). Run at time 0.5 hour. Product: NC1=CC(=NC2=C(C3=C(C=C12)C(C=C(O3)C(=O)OCC)=O)CCC)C(=O)OC (Ethyl 6-amino-8-methoxycarbonyl-4-oxo-10-propyl-4H-pyrano [3,2-g]-quinoline-2-carboxylate). Reaction SMILES: [CH3:1][O:2][C:3]([C:5]1[CH:14]=[C:13]([NH:15]C(=O)C(Cl)(Cl)Cl)[C:12]2[C:7](=[C:8]([CH2:32][CH2:33][CH3:34])[C:9]3[O:25][C:24]([C:26]([O:28][CH2:29][CH3:30])=[O:27])=[CH:23][C:22](=[O:31])[C:10]=3[CH:11]=2)[N:6]=1)=[O:4].N>S(=O)(=O)(O)O>[NH2:15][C:13]1[C:12]2[C:7](=[C:8]([CH2:32][CH2:33][CH3:34])[C:9]3[O:25][C:24]([C:26]([O:28][CH2:29][CH3:30])=[O:27])=[CH:23][C:22](=[O:31])[C:10]=3[CH:11]=2)[N:6]=[C:5]([C:3]([O:2][CH3:1])=[O:4])[CH:14]=1. Procedure details: The product of step (a) (1.0 g) was dissolved in concentrated sulphuric acid (1 ml) and stirred vigorously for 0.5 hours. The deep rep solution was then poured into iced aqueous ammonia solution (100 ml), and the precipitate filtered to give the title compound, 0.5 g, as an orange powder, mp 265°-270° C. (decomposes). Starting materials: CCOC(C)=O, COCCOC, CCN(C(C)C)C(C)C, COC(=O)Cc1c(C)nc2nc(C(C)C)nn2c1Cl, O, Cc1ccc(B(O)O)cc1. Product: COC(=O)Cc1c(C)nc2nc(C(C)C)nn2c1-c1ccc(C)cc1. As a reaction SMILES: [CH3:39][CH2:40][O:41][C:42](=[O:43])[CH3:44].[CH3:46][O:47][CH2:48][CH2:49][O:50][CH3:51].[CH:30]([N:31]([CH:32]([CH3:33])[CH3:34])[CH2:35][CH3:36])([CH3:37])[CH3:38].[Cl:1][c:2]1[c:3]([CH2:15][C:16](=[O:17])[O:18][CH3:19])[c:4]([CH3:14])[n:5][c:6]2[n:7]1[n:8][c:9]([CH:11]([CH3:12])[CH3:13])[n:10]2.[OH2:45].[c:20]1([CH3:29])[cH:21][cH:22][c:23]([B:26]([OH:27])[OH:28])[cH:24][cH:25]1>>[c:2]1(-[c:23]2[cH:22][cH:21][c:20]([CH3:29])[cH:25][cH:24]2)[c:3]([CH2:15][C:16](=[O:17])[O:18][CH3:19])[c:4]([CH3:14])[n:5][c:6]2[n:7]1[n:8][c:9]([CH:11]([CH3:12])[CH3:13])[n:10]2.